The task is: describe an organic reaction: reactants, conditions, products, and yield. This data is from the Open Reaction Database (ORD), a public repository of structured organic reaction records. The reactants are FC1=CC=C(C=C1)[N+](=O)[O-] (1-fluoro-4-nitrobenzene), CC1(OCC2=CC=C(C=C12)O)C (3,3-dimethyl-1H-isobenzofuran-5-ol), FC1=CC=C(C=C1)[N+](=O)[O-] (1-Fluoro-4-nitrobenzene), CC1(OCC2=CC=C(C=C12)O)C (3,3-dimethyl-1H-isobenzofuran-5-ol), C([O-])([O-])=O.[K+].[K+] (potassium carbonate), O (water). The solvent is C(C)#N (acetonitrile), C(C)(=O)OCC (ethyl acetate). Reaction conditions: temperature 70 celsius, time 8 hour. Yields the product CC1(OCC2=C1C=C(C=C2)OC2=CC=C(C=C2)[N+](=O)[O-])C (1,1-dimethyl-6-(4-nitrophenoxy)-1,3-dihydro-2-benzofuran). Isolated yield 64.0%. As a reaction SMILES: [CH3:1][C:2]1([CH3:12])[C:10]2[C:5](=[CH:6][CH:7]=[C:8]([OH:11])[CH:9]=2)[CH2:4][O:3]1.C(=O)([O-])[O-].[K+].[K+].F[C:20]1[CH:25]=[CH:24][C:23]([N+:26]([O-:28])=[O:27])=[CH:22][CH:21]=1.O>C(#N)C.C(OCC)(=O)C>[CH3:1][C:2]1([CH3:12])[C:10]2[CH:9]=[C:8]([O:11][C:20]3[CH:25]=[CH:24][C:23]([N+:26]([O-:28])=[O:27])=[CH:22][CH:21]=3)[CH:7]=[CH:6][C:5]=2[CH2:4][O:3]1 |f:1.2.3|. Reported procedure: 3,3-Dimethyl-1,3-dihydro-2-benzofuran-5-ol (Intermediate 18, 500 mg, 3.04 mmol) and potassium carbonate (1.05 g, 7.6 mmol) were suspended in acetonitrile (7.5 mL). 1-Fluoro-4-nitrobenzene (386 mg, 2.74 mmol) was added and the mixture was stirred under nitrogen at 70° C. overnight and then for 4 hours at 80° C. Further 1-fluoro-4-nitrobenzene (86 mg, 0.6 mmol) was added and the mixture heated to reflux until achieving reaction completion. After cooling water and ethyl acetate were added and the t...